From a dataset of the Open Reaction Database (ORD), a public repository of structured organic reaction records. describe an organic reaction: reactants, conditions, products, and yield Starting materials: O=C([O-])[O-], Cc1ccc(OS(=O)(=O)C(F)(F)F)c([N+](=O)[O-])c1, CCO, [Na+], [Na+], Oc1ccc(S)cc1. Product: Cc1ccc(Sc2ccc(O)cc2)c([N+](=O)[O-])c1. Reaction SMILES: [C:27](=[O:28])([O-:29])[O-:30].[CH3:1][c:2]1[cH:3][c:4]([N+:16](=[O:17])[O-:18])[c:5]([O:8][S:9]([C:10]([F:11])([F:12])[F:13])(=[O:14])=[O:15])[cH:6][cH:7]1.[CH3:33][CH2:34][OH:35].[Na+:31].[Na+:32].[SH:19][c:20]1[cH:21][cH:22][c:23]([OH:26])[cH:24][cH:25]1>>[CH3:1][c:2]1[cH:3][c:4]([N+:16](=[O:17])[O-:18])[c:5]([S:19][c:20]2[cH:21][cH:22][c:23]([OH:26])[cH:24][cH:25]2)[cH:6][cH:7]1. Reactants: BrC1=CC=C(C=C1C1=CC(=CC=C1)O)O (6-bromo-biphenyl-3,3′-diol), C(CCCCCCC)Br (1-octylbromide), C([O-])([O-])=O.[K+].[K+] (potassium carbonate), [I-].[K+] (potassium iodide). Run in CN(C=O)C (dimethylformamide). Conditions: temperature 150 celsius, time 10 minute. Yields the product BrC1=C(C=C(C=C1)OCCCCCCCC)C1=CC(=CC=C1)OCCCCCCCC (2-bromo-5,3′-bis-octyloxy-biphenyl). RXN SMILES: [Br:1][C:2]1[C:7]([C:8]2[CH:13]=[CH:12][CH:11]=[C:10](O)[CH:9]=2)=[CH:6][C:5]([OH:15])=[CH:4][CH:3]=1.[CH2:16](Br)[CH2:17][CH2:18][CH2:19][CH2:20][CH2:21][CH2:22][CH3:23].[C:25](=[O:28])([O-])[O-].[K+].[K+].[I-].[K+]>CN(C)C=O>[Br:1][C:2]1[CH:3]=[CH:4][C:5]([O:15][CH2:16][CH2:17][CH2:18][CH2:19][CH2:20][CH2:21][CH2:22][CH3:23])=[CH:6][C:7]=1[C:8]1[CH:13]=[CH:12][CH:11]=[C:10]([O:28][CH2:25][CH2:8][CH2:7][CH2:2][CH2:3][CH2:4][CH2:5][CH3:6])[CH:9]=1 |f:2.3.4,5.6|. Reported procedure: 6-bromo-biphenyl-3,3′-diol (5.92 g, 22.43 mmol) prepared in Example 2, 1-octylbromide, potassium carbonate (18.60 g, 134.56 mmol) and potassium iodide (3.72 g, 22.43 mmol) were dissolved in dimethylformamide (60 ml), followed by heating for about 24 hours at about 150° C. After cooling to room temperature, distilled water was added to the resultant and stirred for about 10 minutes, followed by filtering three times with hexane, washing three times with distilled water, drying with sodium sulfate... Starting materials: [Al+3], O=C(O)CCc1ccc(Br)cc1, C1CCOC1, CCOCC, CCCCCC, [H-], [H-], [H-], [H-], [Li+], [Na+], [Na+], [Na+], O=S(=O)([O-])[O-], [OH-], O. Yields the product OCCCc1ccc(Br)cc1. As a reaction SMILES: [Al+3:2].[Br:7][c:8]1[cH:9][cH:10][c:11]([CH2:14][CH2:15][C:16](=[O:17])[OH:18])[cH:12][cH:13]1.[CH2:33]1[O:34][CH2:35][CH2:36][CH2:37]1.[CH3:28][CH2:29][O:30][CH2:31][CH3:32].[CH3:38][CH2:39][CH2:40][CH2:41][CH2:42][CH3:43].[H-:1].[H-:4].[H-:5].[H-:6].[Li+:3].[Na+:20].[Na+:21].[Na+:22].[O-:23][S:24]([O-:25])(=[O:26])=[O:27].[OH-:19].[OH2:44]>>[Br:7][c:8]1[cH:9][cH:10][c:11]([CH2:14][CH2:15][CH2:16][OH:17])[cH:12][cH:13]1. The reactants are CCOC(=O)C.C(Cl)Cl (EtOAc CH2Cl2), N(=O)[O-].[Na+] (sodium nitrite), NC1=NN(C=C1C(=O)OCC)C1=NC=CC=N1 (ethyl 3-amino-1-pyrimidin-2-yl-1H-pyrazole-4-carboxylate). Reagents/catalysts: [Cu]Cl (copper (I) chloride). Solvent: C(Cl)(Cl)Cl (CHCl3), C(Cl)(Cl)Cl (CHCl3), O (water), O (water), Cl (HCl). Reaction conditions: time 1 hour. Product: ClC1=NN(C=C1C(=O)OCC)C1=NC=CC=N1 (ethyl 3-chloro-1-pyrimidin-2-yl-1H-pyrazole-4-carboxylate). RXN SMILES: N([O-])=O.[Na+].N[C:6]1[C:10]([C:11]([O:13][CH2:14][CH3:15])=[O:12])=[CH:9][N:8]([C:16]2[N:21]=[CH:20][CH:19]=[CH:18][N:17]=2)[N:7]=1.CCOC(C)=O.C(Cl)[Cl:29]>O.Cl.C(Cl)(Cl)Cl.[Cu]Cl>[Cl:29][C:6]1[C:10]([C:11]([O:13][CH2:14][CH3:15])=[O:12])=[CH:9][N:8]([C:16]2[N:21]=[CH:20][CH:19]=[CH:18][N:17]=2)[N:7]=1 |f:0.1,3.4|. Procedure details: A solution of sodium nitrite (1.0 g, 15.1 mmol) in 5.0 mL of water is added dropwise to a solution of ethyl 3-amino-1-pyrimidin-2-yl-1H-pyrazole-4-carboxylate (2.7 g, 11.6 mmol) in 18 mL of conc. HCl at −5° C. with stirring. After 1 h at 0° C., the reaction mixture is added dropwise to a suspension of copper (I) chloride (1.8 g, 18.6 mmol) in 18 mL of CHCl3 at RT. After 1 h at RT, water (40 mL) and CHCl3 (40 mL) are added, and the layers are separated. The organic layer is washed once more with ... Reactants: CC(C)(C)[Si](OCCCCBr)(c1ccccc1)c1ccccc1, CN(O)C(=O)OC(C)(C)C, [H-], [Na+], CN(C)C=O. Yields the product CN(OCCCCO[Si](c1ccccc1)(c1ccccc1)C(C)(C)C)C(=O)OC(C)(C)C. Reaction SMILES: [Br:13][CH2:14][CH2:15][CH2:16][CH2:17][O:18][Si:19]([c:20]1[cH:21][cH:22][cH:23][cH:24][cH:25]1)([c:26]1[cH:27][cH:28][cH:29][cH:30][cH:31]1)[C:32]([CH3:33])([CH3:34])[CH3:35].[C:1](=[O:2])([O:3][C:4]([CH3:5])([CH3:6])[CH3:7])[N:8]([OH:9])[CH3:10].[H-:12].[Na+:11].[O:36]=[CH:37][N:38]([CH3:39])[CH3:40]>>[C:1](=[O:2])([O:3][C:4]([CH3:5])([CH3:6])[CH3:7])[N:8]([O:9][CH2:14][CH2:15][CH2:16][CH2:17][O:18][Si:19]([c:20]1[cH:21][cH:22][cH:23][cH:24][cH:25]1)([c:26]1[cH:27][cH:28][cH:29][cH:30][cH:31]1)[C:32]([CH3:33])([CH3:34])[CH3:35])[CH3:10]. The reactants are COc1ccc(-c2coc(CCCCCC(=O)O)n2)cc1, CN1CCN(C)C1=O, CC(Cl)Cl, O=S(Cl)Cl. Product: CN1CCN(C)C1=O, [Cl-]. Reaction SMILES: [CH3:1][O:2][c:3]1[cH:4][cH:5][c:6](-[c:7]2[n:8][c:9]([CH2:10][CH2:11][CH2:12][CH2:13][CH2:14][C:15]([OH:16])=[O:17])[o:18][cH:19]2)[cH:20][cH:21]1.[CH3:26][N:27]1[C:28](=[O:33])[N:29]([CH3:32])[CH2:30][CH2:31]1.[Cl:34][CH:35]([Cl:36])[CH3:37].[S:22]([Cl:23])([Cl:24])=[O:25]>>[CH3:26][N:27]1[C:28](=[O:33])[N:29]([CH3:32])[CH2:30][CH2:31]1.[Cl-:24]. Solvent: C(C)O (ethanol). Reaction SMILES: [C:1]([NH2:5])(=[O:4])[CH:2]=[CH2:3].[CH2:6]([C:16](=C)[C:17]([NH2:19])=[O:18])CCCCCCCCC.[CH:21]([C:23]1[CH:28]=[CH:27][CH:26]=[CH:25][C:24]=1[CH:29]=[CH2:30])=[CH2:22].O>C(O)C>[C:1]([NH2:5])(=[O:4])[CH:2]=[CH2:3].[CH2:30]([NH:19][C:17](=[O:18])[CH:16]=[CH2:6])[CH2:29][CH2:24][CH2:25][CH2:26][CH2:27][CH2:28][CH2:23][CH2:21][CH3:22] |f:5.6|. Procedure: Polystyrenesulfonate (22.5 mmoles, 3.918 g), acrylamide (3.45 mmoles, 0.245 g), n-decylacrylamide (3.45 mmoles, 0.729 g) and divinylbenzene (0.6 mmoles, 85.5 microL) were dissolved in 15 mL ethanol and 5 mL water in a 40 mL vial fitted with a septa cap. The solution was degassed by bubbling nitrogen through and 1 mole % AIBN was added as a solution. The polymerization solution was further degassed and the placed in a heated reaction block at 60° C. for 18 h. A creamy yellow gel formed. Product: C(C=C)(=O)N.C(CCCCCCCCC)NC(C=C)=O (Acrylamide N-Decylacrylamide). Starting materials: O (water), C(C=C)(=O)N (acrylamide), C(CCCCCCCCC)C(C(=O)N)=C (n-decylacrylamide), C(=C)C1=C(C=CC=C1)C=C (divinylbenzene).